Dataset: the Open Reaction Database (ORD), a public repository of structured organic reaction records. Task: describe an organic reaction: reactants, conditions, products, and yield Reactants: C(C1=CC=CC=C1)SC(=CC=C(C(=O)OCC)N(C)C)C(=O)OCC (diethyl 5-benzylthio-2-dimethylamino-2,4-hexadienedioate), Cl (hydrochloric acid), C(C)O (ethanol). Reaction conditions: temperature 20 celsius, time 2 minute. The product is C(C1=CC=CC=C1)SC(=CC=C(C(=O)OCC)O)C(=O)OCC (diethyl 5-benzylthio-2-hydroxy-2,4-hexadienedioate). As a reaction SMILES: [CH2:1]([S:8][C:9]([C:21]([O:23][CH2:24][CH3:25])=[O:22])=[CH:10][CH:11]=[C:12](N(C)C)[C:13]([O:15][CH2:16][CH3:17])=[O:14])[C:2]1[CH:7]=[CH:6][CH:5]=[CH:4][CH:3]=1.Cl.C([OH:29])C>>[CH2:1]([S:8][C:9]([C:21]([O:23][CH2:24][CH3:25])=[O:22])=[CH:10][CH:11]=[C:12]([OH:29])[C:13]([O:15][CH2:16][CH3:17])=[O:14])[C:2]1[CH:7]=[CH:6][CH:5]=[CH:4][CH:3]=1. Reported procedure: The procedure is as in Example 2, starting with diethyl 5-benzylthio-2-dimethylamino-2,4-hexadienedioate (10 g) and 1N aqueous hydrochloric acid solution (41.3 cc) in ethanol (41.3 cc). The mixture is heated to boiling for 2 minutes, and then cooled to a temperature in the region of 20° C. After purification by chromatography on a silica column with a mixture of cyclohexane and ethyl acetate (30:70 by volume) as eluent, diethyl 5-benzylthio-2-hydroxy-2,4-hexadienedioate (6.3 g) (m.p. <40° C.) is... The reactants are CCOC(=O)c1cccc2ccsc12, CO, [Na+], [OH-], O. Yields the product O=C(O)c1cccc2ccsc12. RXN SMILES: [CH2:1]([CH3:2])[O:3][C:4](=[O:5])[c:6]1[cH:7][cH:8][cH:9][c:10]2[c:11]1[s:12][cH:13][cH:14]2.[CH3:17][OH:18].[Na+:16].[OH-:15].[OH2:19]>>[O:3]=[C:4]([OH:5])[c:6]1[cH:7][cH:8][cH:9][c:10]2[c:11]1[s:12][cH:13][cH:14]2. The reactants are CC(C)(C)C1=NC2(Cc3ccc([N+](=O)[O-])cc3C2)C(=O)N1, CC(C)(C)C(=O)NC1(C(N)=O)Cc2ccc([N+](=O)[O-])cc2C1, CCO, [Cl-], [NH4+], [Na+], [OH-]. The product is CC(C)(C)C1=NC2(Cc3ccc(N)cc3C2)C(=O)N1. As a reaction SMILES: [C:1]([CH3:2])([CH3:3])([CH3:4])[C:5]1=[N:9][C:8]2([C:7](=[O:21])[NH:6]1)[CH2:10][c:11]1[cH:12][cH:13][c:14]([N+:18]([O-:19])=[O:20])[cH:15][c:16]1[CH2:17]2.[CH3:22][C:23]([CH3:24])([CH3:25])[C:26]([NH:27][C:28]1([C:29]([NH2:30])=[O:31])[CH2:32][c:33]2[c:34]([cH:35][cH:36][c:37]([N+:38]([O-:39])=[O:40])[cH:41]2)[CH2:42]1)=[O:43].[CH3:48][CH2:49][OH:50].[Cl-:46].[NH4+:47].[Na+:45].[OH-:44]>>[C:1]([CH3:2])([CH3:3])([CH3:4])[C:5]1=[N:9][C:8]2([C:7](=[O:21])[NH:6]1)[CH2:10][c:11]1[cH:12][cH:13][c:14]([NH2:18])[cH:15][c:16]1[CH2:17]2.